describe an organic reaction: reactants, conditions, products, and yield From a dataset of the Open Reaction Database (ORD), a public repository of structured organic reaction records. Reactants: N1N=CC=C1 (Pyrazole), C([O-])([O-])=O.[Cs+].[Cs+] (cesium carbonate), CN[C@H]1[C@@H](CCCC1)NC (trans-N,N′-dimethylcyclohexan-1,2-diamine), BrC=1C=C(C=NC1)N (5-bromopyridin-3-amine). The reagents and catalysts are [Cu](I)I (copper iodide). Reaction SMILES: [NH:1]1[CH:5]=[CH:4][CH:3]=[N:2]1.C(=O)([O-])[O-].[Cs+].[Cs+].C[NH:13][C@@H:14]1[CH2:19][CH2:18]CC[C@H:15]1[NH:20][CH3:21].BrC1C=C(N)C=NC=1>[Cu](I)I.O.CC(N(C)C)=O>[N:1]1([C:18]2[CH:19]=[C:14]([NH2:13])[CH:15]=[N:20][CH:21]=2)[CH:5]=[CH:4][CH:3]=[N:2]1 |f:1.2.3|. Conditions: temperature 150 celsius, time 15 hour. Yields the product N1(N=CC=C1)C=1C=C(C=NC1)N (5-(pyrazol-1-yl)pyridin-3-amine). Procedure: Pyrazole (42 mg), cesium carbonate (340 mg), trans-N,N′-dimethylcyclohexan-1,2-diamine (74 mg), and copper iodide (50 mg) were added to a DMAc (2 ml) solution containing 5-bromopyridin-3-amine (90 mg) in a nitrogen atmosphere, followed by stirring in a sealed tube at 150° C. for 15 hours. The reaction solution was adjusted to room temperature and water was added, followed by extraction with ethyl acetate. The organic layers were washed with saturated saline and dried over anhydrous sodium sulfat... The solvent is CC(=O)N(C)C (DMAc), O (water). Isolated yield 68.0%. The reactants are NCc1cccc(Br)c1, Cc1ccccc1, CCO, [Cl-], Cl, [Na+], [Na+], [Na+], O=C([O-])[O-], OB(O)Oc1ccccc1, c1ccc(P(c2ccccc2)(c2ccccc2)[Pd](P(c2ccccc2)(c2ccccc2)c2ccccc2)(P(c2ccccc2)(c2ccccc2)c2ccccc2)P(c2ccccc2)(c2ccccc2)c2ccccc2)cc1. The product is NCc1cccc(-c2ccccc2)c1. RXN SMILES: [Br:2][c:3]1[cH:4][c:5]([CH2:6][NH2:7])[cH:8][cH:9][cH:10]1.[CH3:109][c:110]1[cH:111][cH:112][cH:113][cH:114][cH:115]1.[CH3:29][CH2:30][OH:31].[Cl-:28].[ClH:1].[Na+:11].[Na+:12].[Na+:27].[O-:13][C:14](=[O:15])[O-:16].[c:17]1([O:23][B:24]([OH:25])[OH:26])[cH:18][cH:19][cH:20][cH:21][cH:22]1.[cH:32]1[cH:33][cH:34][c:35]([P:36]([Pd:37]([P:38]([c:39]2[cH:40][cH:41][cH:42][cH:43][cH:44]2)([c:45]2[cH:46][cH:47][cH:48][cH:49][cH:50]2)[c:51]2[cH:52][cH:53][cH:54][cH:55][cH:56]2)([P:57]([c:58]2[cH:59][cH:60][cH:61][cH:62][cH:63]2)([c:64]2[cH:65][cH:66][cH:67][cH:68][cH:69]2)[c:70]2[cH:71][cH:72][cH:73][cH:74][cH:75]2)[P:76]([c:77]2[cH:78][cH:79][cH:80][cH:81][cH:82]2)([c:83]2[cH:84][cH:85][cH:86][cH:87][cH:88]2)[c:89]2[cH:90][cH:91][cH:92][cH:93][cH:94]2)([c:95]2[cH:96][cH:97][cH:98][cH:99][cH:100]2)[c:101]2[cH:102][cH:103][cH:104][cH:105][cH:106]2)[cH:107][cH:108]1>>[c:3]1(-[c:17]2[cH:18][cH:19][cH:20][cH:21][cH:22]2)[cH:4][c:5]([CH2:6][NH2:7])[cH:8][cH:9][cH:10]1. The reactants are C(C)(=O)NC1=C2C(N(C(C2=CC=C1)=O)C(CC(=O)O)C1=CC(=C(C=C1)OC(F)F)OCC)=O (3-(4-acetylamino-1,3-dioxo-1,3-dihydro-isoindol-2-yl)-3-(4-difluoromethoxy-3-ethoxy-phenyl)-propionic acid), C1=CN(C=N1)C(=O)N2C=CN=C2 (CDI), CNC (dimethylamine). The solvent is C1CCOC1 (THF). The product is C(C)(=O)NC1=C2C(N(C(C2=CC=C1)=O)C(CC(=O)N(C)C)C1=CC(=C(C=C1)OC(F)F)OCC)=O (3-(4-acetylamino-1,3-dioxo-1,3-dihydro-isoindol-2-yl)-3-(4-difluoromethoxy-3-ethoxy -phenyl)-N,N-dimethyl-propionamide). Isolated yield 65.0%. RXN SMILES: [C:1]([NH:4][C:5]1[CH:13]=[CH:12][CH:11]=[C:10]2[C:6]=1[C:7](=[O:33])[N:8]([CH:15]([C:20]1[CH:25]=[CH:24][C:23]([O:26][CH:27]([F:29])[F:28])=[C:22]([O:30][CH2:31][CH3:32])[CH:21]=1)[CH2:16][C:17](O)=[O:18])[C:9]2=[O:14])(=[O:3])[CH3:2].C1N=[CH:37][N:36](C(N2C=NC=C2)=O)[CH:35]=1.CNC>C1COCC1>[C:1]([NH:4][C:5]1[CH:13]=[CH:12][CH:11]=[C:10]2[C:6]=1[C:7](=[O:33])[N:8]([CH:15]([C:20]1[CH:25]=[CH:24][C:23]([O:26][CH:27]([F:28])[F:29])=[C:22]([O:30][CH2:31][CH3:32])[CH:21]=1)[CH2:16][C:17]([N:36]([CH3:37])[CH3:35])=[O:18])[C:9]2=[O:14])(=[O:3])[CH3:2]. Procedure: 3-(4-Acetylamino-1,3-dioxo-1,3-dihydro-isoindol-2-yl)-3-(4-difluoromethoxy-3-ethoxy-phenyl)-N,N-dimethyl-propionamide was prepared by the procedure of example 13 from 3-(4-acetylamino-1,3-dioxo-1,3-dihydro-isoindol-2-yl)-3-(4-difluoromethoxy-3-ethoxy-phenyl)-propionic acid (0.5 g, 1.1 mmol), CDI (0.2 g, 0.1.3 mmol) and dimethylamine (2N in THF, 0.7 ml, 1.4 mmol) in THF (10 ml) to give 3-(4-acetylamino-1,3-dioxo-1,3-dihydro-isoindol-2-yl)-3-(4-difluoromethoxy-3-ethoxy -phenyl)-N,N-dimethyl-propio... The reactants are CC(C)(C)OC(=O)NN, O=C(OCc1ccccc1)N1CCNCC1, CC(C)N(c1ccccc1)C(C)C, CCN(C(C)C)C(C)C, O=C(Cl)Cl, ClCCl. Product: CC(C)(C)OC(=O)N(N)C(=O)N1CCN(C(=O)OCc2ccccc2)CC1. RXN SMILES: [C:34]([CH3:35])([CH3:36])([CH3:37])[O:38][C:39](=[O:40])[NH:41][NH2:42].[CH2:5]([c:6]1[cH:7][cH:8][cH:9][cH:10][cH:11]1)[O:12][C:13](=[O:14])[N:15]1[CH2:16][CH2:17][NH:18][CH2:19][CH2:20]1.[CH:21]([N:22]([CH:23]([CH3:24])[CH3:25])[c:26]1[cH:27][cH:28][cH:29][cH:30][cH:31]1)([CH3:32])[CH3:33].[CH:43]([N:44]([CH:45]([CH3:46])[CH3:47])[CH2:48][CH3:49])([CH3:50])[CH3:51].[Cl:1][C:2]([Cl:3])=[O:4].[Cl:52][CH2:53][Cl:54]>>[C:2](=[O:4])([N:18]1[CH2:17][CH2:16][N:15]([C:13]([O:12][CH2:5][c:6]2[cH:7][cH:8][cH:9][cH:10][cH:11]2)=[O:14])[CH2:20][CH2:19]1)[N:41]([C:39]([O:38][C:34]([CH3:35])([CH3:36])[CH3:37])=[O:40])[NH2:42]. Procedure details: 12.8 g (50 mmol) of methanesulphonic acid (6-methoxyindan-1-ylmethyl) ester and 3.7 g (75 mmol) of sodium cyanide are dissolved in 70 ml of dimethyl sulphoxide and heated at 80° for 6 hours. The reaction mixture is poured onto 200 ml of ice-water and extracted three times by shaking with 100 ml of toluene each time. The organic phases are combined, subsequently washed with saturated sodium chloride solution and dried over magnesium sulphate. After removing the solvent in vacuo, crude 2-(6-methox... The reactants are COC1=CC=C2CCC(C2=C1)COS(=O)(=O)C (methanesulphonic acid (6-methoxyindan-1-ylmethyl) ester), [C-]#N.[Na+] (sodium cyanide), ice water. Run in CS(=O)C (dimethyl sulphoxide). Yields the product COC1=CC=C2CCC(C2=C1)CC#N (2-(6-methoxyindan-1-yl)acetonitrile). Reaction SMILES: [CH3:1][O:2][C:3]1[CH:11]=[C:10]2[C:6]([CH2:7][CH2:8][CH:9]2[CH2:12]OS(C)(=O)=O)=[CH:5][CH:4]=1.[C-:18]#[N:19].[Na+]>CS(C)=O>[CH3:1][O:2][C:3]1[CH:11]=[C:10]2[C:6]([CH2:7][CH2:8][CH:9]2[CH2:12][C:18]#[N:19])=[CH:5][CH:4]=1 |f:1.2|. Starting materials: C([C@H](O)[C@@H](O)C(=O)O)(=O)O (L-tartaric acid), C(C)(C)(C)OO (t-butylhydroperoxide), solution, 4A, C([C@@H](O)[C@H](O)C(=O)OC(C)C)(=O)OC(C)C (diisopropyl D-(−)-tartarate), C(\C=C\CCCC)O ((trans)-2-heptene-1-ol). The reagents and catalysts are O.O.O.O.O.O.O.S(=O)(=O)([O-])[O-].[Fe+3].S(=O)(=O)([O-])[O-].S(=O)(=O)([O-])[O-].[Fe+3] (iron (III) sulfate heptahydrate), CC([O-])C.CC([O-])C.CC([O-])C.CC([O-])C.[Ti+4] (titanium tetraisopropoxide). Run in C1(=CC=CC=C1)C (toluene), ClCCl (dichloromethane). Conditions: temperature -60 celsius, time 10 minute. Yields the product C(CCC)[C@@H]1[C@H](O1)CO ((2R-trans)-3-butyloxiranemethanol). Isolated yield 632.8%. RXN SMILES: C(OC(C)C)(=O)[C@H]([C@@H](C(OC(C)C)=O)O)[OH:3].[CH2:17]([OH:24])/[CH:18]=[CH:19]/[CH2:20][CH2:21][CH2:22][CH3:23].C(OO)(C)(C)C.C(O)(=O)[C@@H]([C@H](C(O)=O)O)O>CC(C)[O-].CC(C)[O-].CC(C)[O-].CC(C)[O-].[Ti+4].O.O.O.O.O.O.O.S([O-])([O-])(=O)=O.[Fe+3].S([O-])([O-])(=O)=O.S([O-])([O-])(=O)=O.[Fe+3].C1(C)C=CC=CC=1.ClCCl>[CH2:20]([C@H:19]1[O:3][C@@H:18]1[CH2:17][OH:24])[CH2:21][CH2:22][CH3:23] |f:4.5.6.7.8,9.10.11.12.13.14.15.16.17.18.19.20|. Procedure details: Under argon atmosphere, to anhydrous dichloromethane suspension (150 ml) containing 3.4 g of Molecular Sieves 4A were added 3.3 g (14.08 mmol) of diisopropyl D-(−)-tartarate, 3.3 g (11.73 mmol) of titanium tetraisopropoxide and 13.4 g (117.30 mmol) of (trans)-2-heptene-1-ol at −30 to −40° C. and the mixture was stirred for 10 minutes. The reaction mixture was cooled to −60° C., and under stirring, 105 ml of a toluene solution containing 2.23M of t-butylhydroperoxide was added dropwise to the mix...